This data is from the Open Reaction Database (ORD), a public repository of structured organic reaction records. The task is: describe an organic reaction: reactants, conditions, products, and yield Starting materials: O=C1NC(=O)c2ccccc21, CC(=O)CCCCl, [K], CN(C)C=O. Product: CC(=O)CCCN1C(=O)c2ccccc2C1=O. Reaction SMILES: [C:1]1(=[O:11])[c:2]2[c:3]([cH:7][cH:8][cH:9][cH:10]2)[C:4](=[O:6])[NH:5]1.[Cl:13][CH2:14][CH2:15][CH2:16][C:17]([CH3:18])=[O:19].[K:12].[O:20]=[CH:21][N:22]([CH3:23])[CH3:24]>>[C:1]1(=[O:11])[c:2]2[c:3]([cH:7][cH:8][cH:9][cH:10]2)[C:4](=[O:6])[N:5]1[CH2:14][CH2:15][CH2:16][C:17]([CH3:18])=[O:19]. Reactants: O=C(CCCCC(=O)OCC)C (ethyl 6-oxo-heptanoate), CCCC1=C(C=CC(=C1O)C(=O)C)O (2,4-dihydroxy-3-propylacetophenone), BrC(CCCCC(=O)OCC)C (ethyl 6-bromo-heptanoate), BrC(CCCCC(=O)OCC)C (ethyl 6-bromoheptanoate). Yields the product C(C)(=O)C1=C(C(=C(OC(CCCCC(=O)O)C)C=C1)CCC)O (6-(4-Acetyl-3-hydroxy-2-propylphenoxy)heptanoic acid). RXN SMILES: O=[C:2]([CH3:12])[CH2:3][CH2:4][CH2:5][CH2:6][C:7]([O:9]CC)=[O:8].BrC(C)CCCCC(OCC)=O.[CH3:25][CH2:26][CH2:27][C:28]1[C:33]([OH:34])=[C:32]([C:35]([CH3:37])=[O:36])[CH:31]=[CH:30][C:29]=1[OH:38]>>[C:35]([C:32]1[CH:31]=[CH:30][C:29]([O:38][CH:2]([CH3:12])[CH2:3][CH2:4][CH2:5][CH2:6][C:7]([OH:9])=[O:8])=[C:28]([CH2:27][CH2:26][CH3:25])[C:33]=1[OH:34])(=[O:36])[CH3:37]. Procedure details: Following the procedure of Example 15, ethyl 6-oxo-heptanoate was transformed into ethyl 6-bromo-heptanoate. The reaction of 4.74 g. of ethyl 6-bromoheptanoate and 3.88 g. of 2,4-dihydroxy-3-propylacetophenone followed by hydrolysis in the usual manner gave 300 mg. of the title product as an oil.